From a dataset of the Open Reaction Database (ORD), a public repository of structured organic reaction records. describe an organic reaction: reactants, conditions, products, and yield The reactants are C(C)OC(=O)C=1N(N=C(C1CC)C1=CC=C(C=C1)Cl)C (5-(4-chloro-phenyl)-4-ethyl-2-methyl-2H-pyrazole-3-carboxylic acid ethyl ester), [H-].[Al+3].[Li+].[H-].[H-].[H-] (lithium aluminium hydride). The product is ClC1=CC=C(C=C1)C=1C(=C(N(N1)C)CO)CC ([5-(4-chloro-phenyl)-4-ethyl-2-methyl-2H-pyrazol-3-yl]-methanol). As a reaction SMILES: C([O:3][C:4]([C:6]1[N:7]([CH3:20])[N:8]=[C:9]([C:13]2[CH:18]=[CH:17][C:16]([Cl:19])=[CH:15][CH:14]=2)[C:10]=1[CH2:11][CH3:12])=O)C.[H-].[Al+3].[Li+].[H-].[H-].[H-]>>[Cl:19][C:16]1[CH:15]=[CH:14][C:13]([C:9]2[C:10]([CH2:11][CH3:12])=[C:6]([CH2:4][OH:3])[N:7]([CH3:20])[N:8]=2)=[CH:18][CH:17]=1 |f:1.2.3.4.5.6|. Procedure: In analogy to the procedure described for example 1 a], 5-(4-chloro-phenyl)-4-ethyl-2-methyl-2H-pyrazole-3-carboxylic acid ethyl ester was reduced with lithium aluminium hydride to give [5-(4-chloro-phenyl)-4-ethyl-2-methyl-2H-pyrazol-3-yl]-methanol as colorless crystals. Reactants: C(C)OC(CN(CCC=O)C(=O)OCC1=CC=CC=C1)=O (2[(Benzyloxycarbonyl)-(3-oxo-propyl)-amino]-acetic acid ethyl ester), C1(=CC=CC=C1)[C@@H](C)N ((R)-(+)-1-phenylethylamine). Run in ClCCl (dichloromethane). Reaction conditions: temperature 0 celsius, time 4 hour. Yields the product C(C)OC(CN(CCC=N[C@H](C)C1=CC=CC=C1)C(=O)OCC1=CC=CC=C1)=O (2-{Benzyloxycarbonyl-[3-(1(R)-phenyl-ethylimino)-propyl]-amino}-acetic acid ethyl ester). Isolated yield 81.0%. As a reaction SMILES: [CH2:1]([O:3][C:4](=[O:21])[CH2:5][N:6]([C:11]([O:13][CH2:14][C:15]1[CH:20]=[CH:19][CH:18]=[CH:17][CH:16]=1)=[O:12])[CH2:7][CH2:8][CH:9]=O)[CH3:2].[C:22]1([C@H:28]([NH2:30])[CH3:29])[CH:27]=[CH:26][CH:25]=[CH:24][CH:23]=1>ClCCl>[CH2:1]([O:3][C:4](=[O:21])[CH2:5][N:6]([C:11]([O:13][CH2:14][C:15]1[CH:20]=[CH:19][CH:18]=[CH:17][CH:16]=1)=[O:12])[CH2:7][CH2:8][CH:9]=[N:30][C@@H:28]([C:22]1[CH:27]=[CH:26][CH:25]=[CH:24][CH:23]=1)[CH3:29])[CH3:2]. Reported procedure: 2[(Benzyloxycarbonyl)-(3-oxo-propyl)-amino]-acetic acid ethyl ester (0.32 g; 1.09 mmol)) is dissolved in dichloromethane (10 ml). Molecular sieves (2 g; 3 Angström) are added. The reaction mixture is cooled to 0° C. and (R)-(+)-1-phenylethylamine (0.132 g; 1.09 mmol) is added and the mixture is stirred at 0° C. for 4 hours. The solids are filtered off and the solvent is removed under reduced pressure. 0.35 g of a light yellow oil (yield 93%) is obtained. The obtained imine is directly used in th... The reactants are C1CCOC1, C=CCCCCCC(C)(C)C(=O)OCC, CO, [Li+], [OH-], O. Product: C=CCCCCCC(C)(C)C(=O)O. As a reaction SMILES: [CH2:18]1[O:19][CH2:20][CH2:21][CH2:22]1.[CH2:1]([CH3:2])[O:3][C:4]([C:5]([CH2:6][CH2:7][CH2:8][CH2:9][CH2:10][CH:11]=[CH2:12])([CH3:13])[CH3:14])=[O:15].[CH3:23][OH:24].[Li+:17].[OH-:16].[OH2:25]>>[O:3]=[C:4]([C:5]([CH2:6][CH2:7][CH2:8][CH2:9][CH2:10][CH:11]=[CH2:12])([CH3:13])[CH3:14])[OH:15]. The reactants are O=C([O-])[O-], N#Cc1ccc(C(=O)O)cn1, CC(C)=O, CI, [K+], [K+]. The product is COC(=O)c1ccc(C#N)nc1. As a reaction SMILES: [C:1](=[O:2])([O-:3])[O-:4].[C:9](#[N:10])[c:11]1[cH:12][cH:13][c:14]([C:17](=[O:18])[OH:19])[cH:15][n:16]1.[CH3:20][C:21](=[O:22])[CH3:23].[CH3:7][I:8].[K+:5].[K+:6]>>[CH3:1][O:19][C:17]([c:14]1[cH:13][cH:12][c:11]([C:9]#[N:10])[n:16][cH:15]1)=[O:18]. The reactants are CC1=COC2=C1CCC(C2)C (menthofuran), lactone, CC1C2=C(OC1=O)C[C@@H](CC2)C ((6R)-4,5,6,7-tetrahydro-3,6-dimethyl-3H-benzo [b]furan-2-one), ( I ), lactone. Run in lactones. The product is hydroxylactone, OC12OC(C(=C1CCC(C2)C)C)=O (5,6,7,7a-tetrahydro-7a-hydroxy-3,6-dimethyl-4H-benzo[b]furan-2-one). As a reaction SMILES: [CH3:1][CH:2]1[C:6](=[O:7])[O:5][C:4]2[CH2:8][C@H:9]([CH3:12])[CH2:10][CH2:11][C:3]1=2.CC1C2CCC(C)CC=2[O:16]C=1>>[OH:16][C:4]12[CH2:8][CH:9]([CH3:12])[CH2:10][CH2:11][C:3]1=[C:2]([CH3:1])[C:6](=[O:7])[O:5]2. Reported procedure: The chemical structure of (6R)-4,5,6,7-tetrahydro-3,6-dimethyl-3H-benzo [b]furan-2-one is known. In fact, K. Schulte-Elte et al in Tetrahedron (1967), 23(6), 2583-2599 identified the compound of the formula (I) in a mixture of lactones resulting from the photooxidation of menthofuran. Furthermore, J. Hirsch et al in J. Org. Chem. (1967), 32(9), 2915-2916 also identified the lactone (I) from among other end products resulting from the hydrolysis of α,α′-dimethoxydihydromenthofuran. However, these... Starting materials: [Br-], C[P+](c1ccccc1)(c1ccccc1)c1ccccc1, [Li]CCCC, CC(CCCc1ccccc1)c1cc2c(cc1O)C1=C(CCCC1=O)C(C)(C)N2. As a reaction SMILES: [Br-:35].[CH3:36][P+:37]([c:38]1[cH:39][cH:40][cH:41][cH:42][cH:43]1)([c:44]1[cH:45][cH:46][cH:47][cH:48][cH:49]1)[c:50]1[cH:51][cH:52][cH:53][cH:54][cH:55]1.[Li:1][CH2:2][CH2:3][CH2:4][CH3:5].[OH:6][c:7]1[cH:8][c:9]2[c:14]([cH:15][c:16]1[CH:17]([CH2:18][CH2:19][CH2:20][c:21]1[cH:22][cH:23][cH:24][cH:25][cH:26]1)[CH3:27])[NH:13][C:12]([CH3:28])([CH3:29])[C:11]1=[C:10]2[C:33](=[O:34])[CH2:32][CH2:31][CH2:30]1>>[CH2:2]=[C:33]1[C:10]2=[C:11]([C:12]([CH3:28])([CH3:29])[NH:13][c:14]3[c:9]2[cH:8][c:7]([OH:6])[c:16]([CH:17]([CH2:18][CH2:19][CH2:20][c:21]2[cH:22][cH:23][cH:24][cH:25][cH:26]2)[CH3:27])[cH:15]3)[CH2:30][CH2:31][CH2:32]1. Yields the product C=C1CCCC2=C1c1cc(O)c(C(C)CCCc3ccccc3)cc1NC2(C)C. Reactants: CCOC(=O)C(C)(CCCBr)c1ccccc1, CO, [Cl-], ClCCl, [NH4+]. The product is CC(CO)(CCCBr)c1ccccc1. Reaction SMILES: [Br:3][CH2:4][CH2:5][CH2:6][C:7]([C:8](=[O:9])[O:10][CH2:11][CH3:12])([c:13]1[cH:14][cH:15][cH:16][cH:17][cH:18]1)[CH3:19].[CH3:1][OH:2].[Cl-:20].[Cl:22][CH2:23][Cl:24].[NH4+:21]>>[Br:3][CH2:4][CH2:5][CH2:6][C:7]([CH2:8][OH:9])([c:13]1[cH:14][cH:15][cH:16][cH:17][cH:18]1)[CH3:19].